Dataset: the Open Reaction Database (ORD), a public repository of structured organic reaction records. Task: describe an organic reaction: reactants, conditions, products, and yield Starting materials: [C]=O (carbon monoxide), ClC1=C(C=CC=C1)C(F)(F)F (ortho-chlorobenzotrifluoride), C([O-])([O-])=O.[Na+].[Na+] (sodium carbonate), COC1=CC=C(C=C1)O (para-methoxyphenol), C1(=CC=CC=C1)P(CCCCP(C1=CC=CC=C1)C1=CC=CC=C1)C1=CC=CC=C1 (1,4-bisdiphenylphosphinobutane), [C]=O (carbon monoxide). Reagents/catalysts: [Pd](Cl)Cl (palladium chloride). Conditions: time 5 hour. Yields the product FC(C1=C(C(=O)OC2=CC=C(C=C2)OC)C=CC=C1)(F)F (4-methoxyphenyl 2-trifluoromethylbenzoate). RXN SMILES: Cl[C:2]1[CH:7]=[CH:6][CH:5]=[CH:4][C:3]=1[C:8]([F:11])([F:10])[F:9].[CH3:12][O:13][C:14]1[CH:19]=[CH:18][C:17](O)=[CH:16][CH:15]=1.C1(P(C2C=CC=CC=2)CCCCP(C2C=CC=CC=2)C2C=CC=CC=2)C=CC=CC=1.[C:51](=[O:54])([O-])[O-:52].[Na+].[Na+].[C]=O>[Pd](Cl)Cl>[F:9][C:8]([F:11])([F:10])[C:3]1[CH:4]=[CH:5][CH:6]=[CH:7][C:2]=1[C:51]([O:52][C:17]1[CH:18]=[CH:19][C:14]([O:13][CH3:12])=[CH:15][CH:16]=1)=[O:54] |f:3.4.5,^3:56|. Reported procedure: In an autoclave made of a metal were placed 45.13 g of ortho-chlorobenzotrifluoride, 6.2 g of para-methoxyphenol, 88.5 mg of palladium chloride, 213 mg of 1,4-bisdiphenylphosphinobutane and 5.3 g of sodium carbonate. The air in the autoclave was replaced with carbon monoxide introduced thereinto in several times, after which carbon monoxide was further introduced to adjust its pressure therein to 30 kg/cm2. The internal temperature was adjusted to 190° C. on a salt bath and the reaction was carr... Reported procedure: Benzyl (1R,2R)-2-((S)-1-(4-nitrophenyl)piperidin-3-ylamino)cyclohexylcarbamate was synthesized using (1R,2R)—N1-(1-(4-nitrophenyl)piperidin-3-yl)cyclohexane-1,2-diamine (from intermediate C, Example 2) (30 mg, 0.094 mmol) and benzyl carbonochloridate (16.07 mg, 0.094 mmol) according to General Procedure G to give 5 mg (12% yield) of the product as a yellow solid. Anal. Calcd. for C25H32N4O4 m/z 452.5, found: 453.3 (M+H)+; 1H NMR (500 MHz, CDCl3) δ ppm 8.08 (d, J=9.3 Hz, 2H), 7.36-7.29 (m, 5H), 6... The reactants are C(OCC1=CC=CC=C1)(=O)Cl (benzyl carbonochloridate), [N+](=O)([O-])C1=CC=C(C=C1)N1CC(CCC1)N[C@H]1[C@@H](CCCC1)N ((1R,2R)—N1-(1-(4-nitrophenyl)piperidin-3-yl)cyclohexane-1,2-diamine), [N+](=O)([O-])C1=CC=C(C=C1)N1CC(CCC1)N[C@H]1[C@@H](CCCC1)N ((1R,2R)—N1-(1-(4-nitrophenyl)piperidin-3-yl)cyclohexane-1,2-diamine). The yield is 12.0%. Reaction SMILES: [N+:1]([C:4]1[CH:9]=[CH:8][C:7]([N:10]2[CH2:15][CH2:14][CH2:13][CH:12]([NH:16][C@@H:17]3[CH2:22][CH2:21][CH2:20][CH2:19][C@H:18]3[NH2:23])[CH2:11]2)=[CH:6][CH:5]=1)([O-:3])=[O:2].[C:24](Cl)(=[O:33])[O:25][CH2:26][C:27]1[CH:32]=[CH:31][CH:30]=[CH:29][CH:28]=1>>[N+:1]([C:4]1[CH:5]=[CH:6][C:7]([N:10]2[CH2:15][CH2:14][CH2:13][C@H:12]([NH:16][C@@H:17]3[CH2:22][CH2:21][CH2:20][CH2:19][C@H:18]3[NH:23][C:24](=[O:33])[O:25][CH2:26][C:27]3[CH:32]=[CH:31][CH:30]=[CH:29][CH:28]=3)[CH2:11]2)=[CH:8][CH:9]=1)([O-:3])=[O:2]. Yields the product [N+](=O)([O-])C1=CC=C(C=C1)N1C[C@H](CCC1)N[C@H]1[C@@H](CCCC1)NC(OCC1=CC=CC=C1)=O (Benzyl (1R,2R)-2-((S)-1-(4-nitrophenyl)piperidin-3-ylamino)cyclohexylcarbamate), product. Reactants: BrC1=C(C(=CC=2C(=CCC(C12)(C)C)C(C)C)/C(=C(\CO)/F)/C)OC ((2E)-3-(4-bromo-8-isopropyl-3-methoxy-5,5-dimethyl-5,6-dihydro-naphthalen-2-yl)-2-fluoro-but-2-en-1-ol), ClCCl (dichloromethane), C[N+]1(CCOCC1)[O-] (methylmorpholine N-oxide). The reagents and catalysts are [Ru](=O)(=O)(=O)[O-].C(CC)[N+](CCC)(CCC)CCC (tetrapropylammonium perruthenate). Solvent: C(C)#N (acetonitrile). Yields the product BrC1=C(C(=CC=2C(=CCC(C12)(C)C)C(C)C)/C(=C(\C=O)/F)/C)OC ((2E)-3-(4-Bromo-8-isopropyl-3-methoxy-5,5-dimethyl-5,6-dihydro-naphthalen-2-yl)-2-fluoro-but-2-enal). Reaction SMILES: [Br:1][C:2]1[C:11]2[C:10]([CH3:13])([CH3:12])[CH2:9][CH:8]=[C:7]([CH:14]([CH3:16])[CH3:15])[C:6]=2[CH:5]=[C:4](/[C:17](/[CH3:22])=[C:18](/[F:21])\[CH2:19][OH:20])[C:3]=1[O:23][CH3:24].C[N+]1([O-])CCOCC1.ClCCl>C(#N)C.[Ru]([O-])(=O)(=O)=O.C([N+](CCC)(CCC)CCC)CC>[Br:1][C:2]1[C:11]2[C:10]([CH3:13])([CH3:12])[CH2:9][CH:8]=[C:7]([CH:14]([CH3:16])[CH3:15])[C:6]=2[CH:5]=[C:4](/[C:17](/[CH3:22])=[C:18](/[F:21])\[CH:19]=[O:20])[C:3]=1[O:23][CH3:24] |f:4.5|. Reported procedure: As described in General Procedure H-1, (2E)-3-(4-bromo-8-isopropyl-3-methoxy-5,5-dimethyl-5,6-dihydro-naphthalen-2-yl)-2-fluoro-but-2-en-1-ol (Compound A-135, 130 mg, 0.33 mmol), tetrapropylammonium perruthenate (10 mg, 0.028 mmol) and 4 methylmorpholine N-oxide (77 mg, 0.66 mmol) were reacted in acetonitrile and dichloromethane to give the title compound after purification by flash column chromatography (silica gel, 5% ethyl acetate in hexane). Starting materials: C(C)N1C=C(C(C2=CC(=C(C(=C12)F)C=1N=C(SC1)CNC)F)=O)C(=O)O (1-Ethyl-6,8-difluoro-1,4-dihydro-7-[2-[(methylamino) methyl]-4-thiazolyl]-4-oxo-3-quinolinecarboxylic acid), ( 35b ), ( 35e ), ( 35f ), NCC=1SC=C(N1)C1=C(C=C2C(C(=CN(C2=C1F)CCF)C(=O)O)=O)F (7-[2-(aminomethyl)-4-thiazolyl]-6,8-difluoro-1-(2-fluoroethyl)-1,4-dihydro-4-oxo-3-quinolinecarboxylic acid), ( 35d ), NCC=1SC=C(N1)C=1C(=CC2=C3N(C(COC31)C)C=C(C2=O)C(=O)O)F (10-[2-(aminomethyl)-4-thiazolyl]-9-fluoro-2,3-dihydro-3-methyl-7-oxo-7H-pyrido[1,2,3-de]-1,4-benzoxazine-6-carboxylic acid), C(C)NCC=1SC=C(N1)C1=C(C=C2C(C(=CN(C2=C1F)CCF)C(=O)O)=O)F (7-[2-[(ethylamino)methyl]-4-thiazolyl]-6,8-difluoro-1-(2-fluoroethyl)-1,4-dihydro-4-oxo-3-quinolinecarboxylic acid), FC=1C=C2C(C(=CN(C2=C(C1C=1N=C(SC1)CNC)F)CCF)C(=O)O)=O (6,8-difluoro-1-(2-fluoroethyl)-1,4-dihydro-7-[2[(methylamino)methyl]-4-thiazolyl]-4-oxo-3quinolinecarboxylic acid), ( 35a ), C(C)NCC=1SC=C(N1)C1=C(C=C2C(C(=CN(C2=C1F)CC)C(=O)O)=O)F (7-[2-[(ethylamino)methyl]-4-thiazolyl]-1-ethyl-6,8-difluoro-1,4-dihydro-4-oxo-3-quinolinecarboxylic acid), ( 35c ). Yields the product NCCC=1SC=C(N1)C1=C(C=C2C(C(=CN(C2=C1F)CC)C(=O)O)=O)F (7-[2-(aminoethyl)-4-thiazolyl]-1-ethyl-6,8-difluoro-1,4-dihydro-4-oxo-3-quinolinecarboxylic acid). As a reaction SMILES: [CH2:1]([N:3]1[C:12]2[C:7](=[CH:8][C:9]([F:22])=[C:10]([C:14]3[N:15]=[C:16]([CH2:19]NC)[S:17][CH:18]=3)[C:11]=2[F:13])[C:6](=[O:23])[C:5]([C:24]([OH:26])=[O:25])=[CH:4]1)[CH3:2].[CH2:27]([NH:29]CC1SC=C(C2C(F)=C3C(C(=O)C(C(O)=O)=CN3CC)=CC=2F)N=1)C.NCC1SC=C(C2C(F)=C3C(C(=O)C(C(O)=O)=CN3CCF)=CC=2F)N=1.FC1C=C2C(=C(F)C=1C1N=C(CNC)SC=1)N(CCF)C=C(C(O)=O)C2=O.C(NCC1SC=C(C2C(F)=C3C(C(=O)C(C(O)=O)=CN3CCF)=CC=2F)N=1)C.NCC1SC=C(C2C(F)=CC3C(=O)C(C(O)=O)=CN4C(C)COC=2C=34)N=1>>[NH2:29][CH2:27][CH2:19][C:16]1[S:17][CH:18]=[C:14]([C:10]2[C:11]([F:13])=[C:12]3[C:7]([C:6](=[O:23])[C:5]([C:24]([OH:26])=[O:25])=[CH:4][N:3]3[CH2:1][CH3:2])=[CH:8][C:9]=2[F:22])[N:15]=1. Procedure details: In similar fashion the following compounds were prepared: 1-Ethyl-6,8-difluoro-1,4-dihydro-7-[2-[(methylamino) methyl]-4-thiazolyl]-4-oxo-3-quinolinecarboxylic acid, mp 172°-174° C. (35a); 7-[2-[(ethylamino)methyl]-4-thiazolyl]-1-ethyl-6,8-difluoro-1,4-dihydro-4-oxo-3-quinolinecarboxylic acid, mp 155°-157° C. (35b); 7-[2-(aminomethyl)-4-thiazolyl]-6,8-difluoro-1-(2-fluoroethyl)-1,4-dihydro-4-oxo-3-quinolinecarboxylic acid, mp 216°-218° C. (35c); 6,8-difluoro-1-(2-fluoroethyl)-1,4-dihydro-7-[2[(m... As a reaction SMILES: [Al](C)(C)C.C(O[C:8]([C:10]1[C:15]([NH:16][C:17]2[CH:18]=[N:19][CH:20]=[CH:21][CH:22]=2)=[CH:14][CH:13]=[C:12]([CH:23]2[CH2:25][CH2:24]2)[N:11]=1)=[O:9])C.[NH2:26][C:27]1[CH:31]=[CH:30][N:29]([CH3:32])[N:28]=1>>[CH3:32][N:29]1[CH:30]=[CH:31][C:27]([NH:26][C:8]([C:10]2[C:15]([NH:16][C:17]3[CH:18]=[N:19][CH:20]=[CH:21][CH:22]=3)=[CH:14][CH:13]=[C:12]([CH:23]3[CH2:24][CH2:25]3)[N:11]=2)=[O:9])=[N:28]1. Yields the product CN1N=C(C=C1)NC(=O)C1=NC(=CC=C1NC=1C=NC=CC1)C1CC1 (6-Cyclopropyl-3-(pyridin-3-ylamino)-pyridine-2-carboxylic acid (1-methyl-1H-pyrazol-3-yl)-amide). Reported procedure: The Al(Me)3-catalyzed reaction of 6-Cyclopropyl-3-(pyridin-3-ylamino)-pyridine-2-carboxylic acid ethyl ester and 3-Amino-1-methylpyrazole in accordance with the general method of Example 78, step 2 yielded the title compound as a light yellow cristalline solid, MS (ISP): m/e=335.4 (M+H+). Reactants: [Al](C)(C)C (Al(Me)3), C(C)OC(=O)C1=NC(=CC=C1NC=1C=NC=CC1)C1CC1 (6-Cyclopropyl-3-(pyridin-3-ylamino)-pyridine-2-carboxylic acid ethyl ester), NC1=NN(C=C1)C (3-Amino-1-methylpyrazole). The reactants are Nc1nc2c(Br)cccn2n1, Br, Br[Cu]Br. Yields the product Brc1nc2c(Br)cccn2n1. Reaction SMILES: [Br:1][c:2]1[c:3]2[n:4]([cH:5][cH:6][cH:7]1)[n:8][c:9]([NH2:11])[n:10]2.[BrH:12].[Cu:13]([Br:14])[Br:15]>>[Br:1][c:2]1[c:3]2[n:4]([cH:5][cH:6][cH:7]1)[n:8][c:9]([Br:12])[n:10]2. Reactants: C1COCCO1, CCN(C(C)C)C(C)C, I[Cu]I, Cc1nc(N)nc2c1cc(Br)c(=O)n2C1CCC1, Cl[Pd]Cl, C#C[Si](C)(C)C, c1ccc(P(c2ccccc2)c2ccccc2)cc1, c1ccc(P(c2ccccc2)c2ccccc2)cc1. Product: Cc1nc(N)nc2c1cc(C#C[Si](C)(C)C)c(=O)n2C1CCC1. Reaction SMILES: [CH2:78]1[O:79][CH2:80][CH2:81][O:82][CH2:83]1.[CH:1]([N:2]([CH:3]([CH3:4])[CH3:5])[CH2:6][CH3:7])([CH3:8])[CH3:9].[Cu:75]([I:76])[I:77].[NH2:10][c:11]1[n:12][c:13]([CH3:27])[c:14]2[c:15]([n:16]1)[n:17]([CH:23]1[CH2:24][CH2:25][CH2:26]1)[c:18](=[O:22])[c:19]([Br:21])[cH:20]2.[Pd:34]([Cl:35])[Cl:36].[Si:28]([CH3:29])([CH3:30])([CH3:31])[C:32]#[CH:33].[c:37]1([P:38]([c:39]2[cH:40][cH:41][cH:42][cH:43][cH:44]2)[c:45]2[cH:46][cH:47][cH:48][cH:49][cH:50]2)[cH:51][cH:52][cH:53][cH:54][cH:55]1.[c:56]1([P:57]([c:58]2[cH:59][cH:60][cH:61][cH:62][cH:63]2)[c:64]2[cH:65][cH:66][cH:67][cH:68][cH:69]2)[cH:70][cH:71][cH:72][cH:73][cH:74]1>>[NH2:10][c:11]1[n:12][c:13]([CH3:27])[c:14]2[c:15]([n:16]1)[n:17]([CH:23]1[CH2:24][CH2:25][CH2:26]1)[c:18](=[O:22])[c:19]([C:33]#[C:32][Si:28]([CH3:29])([CH3:30])[CH3:31])[cH:20]2. The product is CC1(C)OC(=O)Nc2ccc(-c3[nH]c(C#N)cc3Br)cc21. As a reaction SMILES: [CH2:30]1[O:31][CH2:32][CH2:33][CH2:34]1.[CH3:1][C:2]1([CH3:20])[c:3]2[c:4]([cH:9][cH:10][c:11](-[c:13]3[nH:14][c:15]([C:18]#[N:19])[cH:16][cH:17]3)[cH:12]2)[NH:5][C:6](=[O:8])[O:7]1.[O:21]=[C:22]1[N:23]([Br:28])[C:24](=[O:25])[CH2:26][CH2:27]1.[OH2:29]>>[CH3:1][C:2]1([CH3:20])[c:3]2[c:4]([cH:9][cH:10][c:11](-[c:13]3[nH:14][c:15]([C:18]#[N:19])[cH:16][c:17]3[Br:28])[cH:12]2)[NH:5][C:6](=[O:8])[O:7]1. The reactants are C1CCOC1, CC1(C)OC(=O)Nc2ccc(-c3ccc(C#N)[nH]3)cc21, O=C1CCC(=O)N1Br, O. The reactants are OC1=NC=2N(C(=C1)O)N=C(C2)C(=O)OCC (ethyl 5,7-dihydroxypyrazolo[1,5-a]pyrimidine-2-carboxylate), P(=O)(Cl)(Cl)Cl (phosphorous oxychloride), C([O-])(O)=O.[Na+] (sodium bicarbonate), C(Cl)(Cl)Cl (chloroform). Product: ClC1=NC=2N(C(=C1)Cl)N=C(C2)C(=O)OCC (ethyl 5,7-dichloropyrazolo[1,5-a]pyrimidine-2-carboxylate). As a reaction SMILES: O[C:2]1[CH:7]=C(O)[N:5]2[N:9]=[C:10]([C:12]([O:14][CH2:15][CH3:16])=[O:13])[CH:11]=[C:4]2[N:3]=1.P(Cl)(Cl)([Cl:19])=O.C(=O)(O)[O-].[Na+].[CH:27]([Cl:30])(Cl)Cl>>[Cl:19][C:2]1[CH:7]=[C:27]([Cl:30])[N:5]2[N:9]=[C:10]([C:12]([O:14][CH2:15][CH3:16])=[O:13])[CH:11]=[C:4]2[N:3]=1 |f:2.3|. Reported procedure: A suspension of ethyl 5,7-dihydroxypyrazolo[1,5-a]pyrimidine-2-carboxylate (9.59 g, 43.0 mmol) and phosphorous oxychloride (20.0 mL, 215 mmol) was refluxed for 1 hr. After being cooled to ambient temperature, the reaction mixture was poured into saturated sodium bicarbonate and chloroform. The organic layer was separated and aqueous layer was extracted with chloroform. The organic layer was combined and concentrated in vacuo to give ethyl 5,7-dichloropyrazolo[1,5-a]pyrimidine-2-carboxylate. MS (...